From a dataset of the Open Reaction Database (ORD), a public repository of structured organic reaction records. describe an organic reaction: reactants, conditions, products, and yield The yield is 250.7%. Run in CS(=O)C (DMSO). Reaction conditions: temperature 120 celsius, time 48 hour. Procedure details: A reaction mixture of 4-chloro-7,8-dihydro-6H-pyrimido[5,4-b][1,4]oxazine (30.0 mg; 0.17 mmol; 1.0 eq.), 4-[1-(2-azetidin-1-yl-ethyl)-4-(4-fluoro-3-trifluoromethyl-phenyl)-1H-imidazol-2-yl]-piperidine trifluoroacetate (109.2 mg; 0.17 mmol; 1.0 eq.) and cesium carbonate (227.8 mg; 0.7 mmol; 4.0 eq.) in 1 ml of DMSO was stirred at 120° C. for 48 hrs. The reaction mixture was purified by pre-HPLC to afford the title compound as TFA salt (48.6 mg, 43% yield); LC-MS (M+H=532, obsd.=532); RXN SMILES: Cl[C:2]1[C:7]2[O:8][CH2:9][CH2:10][NH:11][C:6]=2[N:5]=[CH:4][N:3]=1.[F:12][C:13]([F:18])([F:17])[C:14]([OH:16])=[O:15].[N:19]1([CH2:23][CH2:24][N:25]2[CH:29]=[C:28]([C:30]3[CH:35]=[CH:34][C:33]([F:36])=[C:32]([C:37]([F:40])([F:39])[F:38])[CH:31]=3)[N:27]=[C:26]2[CH:41]2[CH2:46][CH2:45][NH:44][CH2:43][CH2:42]2)[CH2:22][CH2:21][CH2:20]1.C(=O)([O-])[O-].[Cs+].[Cs+]>CS(C)=O>[N:19]1([CH2:23][CH2:24][N:25]2[CH:29]=[C:28]([C:30]3[CH:35]=[CH:34][C:33]([F:36])=[C:32]([C:37]([F:40])([F:38])[F:39])[CH:31]=3)[N:27]=[C:26]2[CH:41]2[CH2:42][CH2:43][N:44]([C:2]3[C:7]4[O:8][CH2:9][CH2:10][NH:11][C:6]=4[N:5]=[CH:4][N:3]=3)[CH2:45][CH2:46]2)[CH2:20][CH2:21][CH2:22]1.[C:14]([OH:16])([C:13]([F:18])([F:17])[F:12])=[O:15] |f:1.2,3.4.5|. Reactants: ClC1=NC=NC2=C1OCCN2 (4-chloro-7,8-dihydro-6H-pyrimido[5,4-b][1,4]oxazine), FC(C(=O)O)(F)F.N1(CCC1)CCN1C(=NC(=C1)C1=CC(=C(C=C1)F)C(F)(F)F)C1CCNCC1 (4-[1-(2-azetidin-1-yl-ethyl)-4-(4-fluoro-3-trifluoromethyl-phenyl)-1H-imidazol-2-yl]-piperidine trifluoroacetate), C([O-])([O-])=O.[Cs+].[Cs+] (cesium carbonate). The product is N1(CCC1)CCN1C(=NC(=C1)C1=CC(=C(C=C1)F)C(F)(F)F)C1CCN(CC1)C1=NC=NC2=C1OCCN2 (4-(4-(1-(2-(azetidin-1-yl)ethyl)-4-(4-fluoro-3-(trifluoromethyl)phenyl)-1H-imidazol-2-yl)piperidin-1-yl)-7,8-dihydro-6H-pyrimido[5,4-b][1,4]oxazine), C(=O)(C(F)(F)F)O (TFA). The reactants are CC(C)(C)Br, ClCCl, CN(C)C1CCCCC1, Nc1ccc(S)cc1Cl, O. The product is CC(C)(C)Sc1ccc(N)c(Cl)c1. As a reaction SMILES: [C:19]([CH3:20])([CH3:21])([CH3:22])[Br:23].[CH2:25]([Cl:26])[Cl:27].[CH3:1][N:2]([CH3:3])[CH:4]1[CH2:5][CH2:6][CH2:7][CH2:8][CH2:9]1.[Cl:10][c:11]1[c:12]([NH2:13])[cH:14][cH:15][c:16]([SH:18])[cH:17]1.[OH2:24]>>[Cl:10][c:11]1[c:12]([NH2:13])[cH:14][cH:15][c:16]([S:18][C:19]([CH3:20])([CH3:21])[CH3:22])[cH:17]1. Reactants: C(C)(C)(C)OC(=O)N[C@@H](CCOC1=CC=C(C=C1)B1OC(C(O1)(C)C)(C)C)C(=O)OC1CCCC1 (Cyclopentyl N-(tert-butoxycarbonyl)-O-[4-(4,4,5,5-tetramethyl-1,3,2-dioxaborolan-2-yl)phenyl]-L-homoserinate), BrC1=CC(=C(C=C1)O)C (4-bromo-2-methyl-phenol). Product: C(C)(C)(C)OC(=O)N[C@@H](CCOC1=C(C=C(C=C1)B1OC(C(O1)(C)C)(C)C)C)C(=O)OC1CCCC1 (Cyclopentyl N-(tert-butoxycarbonyl)-O-[2-methyl-4-(4,4,5,5-tetramethyl-1,3,2-dioxaborolan-2-yl)phenyl]-L-homoserinate). Reaction SMILES: [C:1]([O:5][C:6]([NH:8][C@H:9]([C:28]([O:30][CH:31]1[CH2:35][CH2:34][CH2:33][CH2:32]1)=[O:29])[CH2:10][CH2:11][O:12][C:13]1[CH:18]=[CH:17][C:16]([B:19]2[O:23][C:22]([CH3:25])([CH3:24])[C:21]([CH3:27])([CH3:26])[O:20]2)=[CH:15][CH:14]=1)=[O:7])([CH3:4])([CH3:3])[CH3:2].Br[C:37]1C=CC(O)=C(C)C=1>>[C:1]([O:5][C:6]([NH:8][C@H:9]([C:28]([O:30][CH:31]1[CH2:32][CH2:33][CH2:34][CH2:35]1)=[O:29])[CH2:10][CH2:11][O:12][C:13]1[CH:18]=[CH:17][C:16]([B:19]2[O:20][C:21]([CH3:26])([CH3:27])[C:22]([CH3:25])([CH3:24])[O:23]2)=[CH:15][C:14]=1[CH3:37])=[O:7])([CH3:2])([CH3:3])[CH3:4]. Procedure: Synthesised by analogous methods to Intermediate 2b, using 4-bromo-2-methyl-phenol at Stage 6 of Scheme 2. m/z 504 [M+H]+. Reactants: BrC1=CC(=CC(=C1)S(=O)(=O)C)OCC1=CC=C(C=C1)OC (1-bromo-3-[(4-methoxyphenyl)methoxy]-5-methylsulfonylbenzene), CN1C(C(=CC(=C1)B1OC(C(O1)(C)C)(C)C)C)=O (1,3-dimethyl-5-(4,4,5,5-tetramethyl-1,3,2-dioxaborolan-2-yl)pyridin-2-one), [O-]P(=O)([O-])[O-].[K+].[K+].[K+] (K3PO4). Reagents/catalysts: C1=CC=C(C=C1)P([C-]2C=CC=C2)C3=CC=CC=C3.C1=CC=C(C=C1)P([C-]2C=CC=C2)C3=CC=CC=C3.Cl[Pd]Cl.[Fe+2] (Pd(dppf)Cl2). Solvent: O1CCOCC1 (dioxane), O (water). Run at temperature 75 celsius. Product: COC1=CC=C(C=C1)COC=1C=C(C=C(C1)S(=O)(=O)C)C=1C=C(C(N(C1)C)=O)C (5-[3-[(4-methoxyphenyl)methoxy]-5-methylsulfonylphenyl]-1,3-dimethylpyridin-2-one). Yield: 83.8%. Reaction SMILES: Br[C:2]1[CH:7]=[C:6]([S:8]([CH3:11])(=[O:10])=[O:9])[CH:5]=[C:4]([O:12][CH2:13][C:14]2[CH:19]=[CH:18][C:17]([O:20][CH3:21])=[CH:16][CH:15]=2)[CH:3]=1.[CH3:22][N:23]1[CH:28]=[C:27](B2OC(C)(C)C(C)(C)O2)[CH:26]=[C:25]([CH3:38])[C:24]1=[O:39].[O-]P([O-])([O-])=O.[K+].[K+].[K+]>O1CCOCC1.O.C1C=CC(P(C2C=CC=CC=2)[C-]2C=CC=C2)=CC=1.C1C=CC(P(C2C=CC=CC=2)[C-]2C=CC=C2)=CC=1.Cl[Pd]Cl.[Fe+2]>[CH3:21][O:20][C:17]1[CH:18]=[CH:19][C:14]([CH2:13][O:12][C:4]2[CH:3]=[C:2]([C:27]3[CH:26]=[C:25]([CH3:38])[C:24](=[O:39])[N:23]([CH3:22])[CH:28]=3)[CH:7]=[C:6]([S:8]([CH3:11])(=[O:10])=[O:9])[CH:5]=2)=[CH:15][CH:16]=1 |f:2.3.4.5,8.9.10.11|. Procedure: A mixture of 1-bromo-3-[(4-methoxyphenyl)methoxy]-5-methylsulfonylbenzene (450 mg, 1.2 mmol), 1,3-dimethyl-5-(4,4,5,5-tetramethyl-1,3,2-dioxaborolan-2-yl)pyridin-2-one (300 mg, 1.2 mmol), Pd(dppf)Cl2 (88 mg) and K3PO4 (654 mg, 3 mmol) in dioxane (8 mL) and water (800 uL) was purged with nitrogen for 7 min, capped, and heated to 75° C. for 1 h. After the mixture was filtered through a short bed of celite, the filtrate was concentrated in vacuo and purified by silica gel column chromatography usin... Starting materials: C(CC#CCCCCCC)(=O)O (3-decynoic acid), acyl chloride, S(=O)(Cl)Cl (thionyl chloride). The product is C(CC#CCCCCCC)(=O)Cl (3-decynoyl chloride). RXN SMILES: [C:1]([OH:12])(=O)[CH2:2][C:3]#[C:4][CH2:5][CH2:6][CH2:7][CH2:8][CH2:9][CH3:10].S(Cl)([Cl:15])=O>>[C:1]([Cl:15])(=[O:12])[CH2:2][C:3]#[C:4][CH2:5][CH2:6][CH2:7][CH2:8][CH2:9][CH3:10]. Reported procedure: The 3-decynoic acid is converted to its corresponding acyl chloride by reaction with thionyl chloride. Reactants: Cn1c(=O)[nH]c2nc(Br)n(Cc3c(F)cccc3Cl)c2c1=O, CC(C)I, [K+], [K+], O=C([O-])[O-], CN(C)C=O. Product: CC(C)n1c(=O)n(C)c(=O)c2c1nc(Br)n2Cc1c(F)cccc1Cl. As a reaction SMILES: [Br:1][c:2]1[n:3][c:4]2[nH:5][c:6](=[O:22])[n:7]([CH3:21])[c:8](=[O:20])[c:9]2[n:10]1[CH2:11][c:12]1[c:13]([Cl:19])[cH:14][cH:15][cH:16][c:17]1[F:18].[CH:29]([CH3:30])([CH3:31])[I:32].[K+:23].[K+:24].[O-:25][C:26]([O-:27])=[O:28].[O:33]=[CH:34][N:35]([CH3:36])[CH3:37]>>[Br:1][c:2]1[n:3][c:4]2[n:5]([CH:29]([CH3:30])[CH3:31])[c:6](=[O:22])[n:7]([CH3:21])[c:8](=[O:20])[c:9]2[n:10]1[CH2:11][c:12]1[c:13]([Cl:19])[cH:14][cH:15][cH:16][c:17]1[F:18]. The reactants are CCOc1c(C)cnc(CCl)c1C, Cl, [Na+], [OH-], O, CC1(C)C(=O)C(C)(C)c2cc3[nH]c(S)nc3cc21. Yields the product CCOc1c(C)cnc(CSc2nc3cc4c(cc3[nH]2)C(C)(C)C(=O)C4(C)C)c1C. As a reaction SMILES: [Cl:20][CH2:21][c:22]1[n:23][cH:24][c:25]([CH3:32])[c:26]([O:29][CH2:30][CH3:31])[c:27]1[CH3:28].[ClH:19].[Na+:34].[OH-:33].[OH2:35].[SH:1][c:2]1[n:3][c:4]2[c:5]([nH:6]1)[cH:7][c:8]1[c:12]([cH:13]2)[C:11]([CH3:14])([CH3:15])[C:10](=[O:16])[C:9]1([CH3:17])[CH3:18]>>[S:1]([c:2]1[nH:3][c:4]2[c:5]([n:6]1)[cH:7][c:8]1[c:12]([cH:13]2)[C:11]([CH3:14])([CH3:15])[C:10](=[O:16])[C:9]1([CH3:17])[CH3:18])[CH2:21][c:22]1[n:23][cH:24][c:25]([CH3:32])[c:26]([O:29][CH2:30][CH3:31])[c:27]1[CH3:28]. The product is Cc1ccc(C(=O)c2cc(Cl)c(CC(=O)O)n2C)cc1. The reactants are CCO, COC(=O)Cc1c(Cl)cc(C(=O)c2ccc(C)cc2)n1C, [Na+], [OH-]. Reaction SMILES: [CH3:22][CH2:23][OH:24].[Cl:1][c:2]1[c:3]([CH2:17][C:18](=[O:19])[O:20][CH3:21])[n:4]([CH3:16])[c:5]([C:7](=[O:8])[c:9]2[cH:10][cH:11][c:12]([CH3:15])[cH:13][cH:14]2)[cH:6]1.[Na+:26].[OH-:25]>>[Cl:1][c:2]1[c:3]([CH2:17][C:18](=[O:19])[OH:20])[n:4]([CH3:16])[c:5]([C:7](=[O:8])[c:9]2[cH:10][cH:11][c:12]([CH3:15])[cH:13][cH:14]2)[cH:6]1. The reactants are [H][H] (hydrogen), O (water), [N+](=O)([O-])C(C(C)=O)OC1=CC=CC=C1 (nitrophenoxyacetone), [N+](=O)([O-])C1=C(OCC(C)=O)C=CC=C1 (o-nitrophenoxyacetone), Ni Mo. Run in CO (methanol). Run at temperature 40 celsius. Product: CC1COC2=C(N1)C=CC=C2 (3,4-dihydro-3-methyl-2H-1,4-benzoxazine). Reaction SMILES: [H][H].[N+:3]([C:6]1[CH:16]=[CH:15][CH:14]=[CH:13][C:7]=1[O:8][CH2:9][C:10](=O)[CH3:11])([O-])=O.O.[N+](C(OC1C=CC=CC=1)C(=O)C)([O-])=O>CO>[CH3:11][CH:10]1[NH:3][C:6]2[CH:16]=[CH:15][CH:14]=[CH:13][C:7]=2[O:8][CH2:9]1. Procedure: Reaction conditions: 150 bar of hydrogen, reaction temperature 80° C. with a residence time of about 60-90 minutes. The space velocity was about 2 g of o-nitrophenoxyacetone per g of catalyst used and hour. The catalyst used was a sponge metal catalyst from H. C. Starck, Amperkat Ni—Mo 3706 (exchange of the water under which the catalyst is stored for methanol). The yield was 90%; 42 g of nitrophenoxyacetone were converted per gram of theoretically dry catalyst. Thereafter, the hydrogenation had... The reactants are C1=C(C=CC=2OC3=C(C21)CCCC3)C3C(CCC(C3C(=O)OCC)(C)O)C(=O)OCC (diethyl 2-(6,7,8,9-tetrahydro-2-dibenzofuranyl)-4-hydroxy-4-methyl-1,3-cyclohexanedicarboxylate), [OH-].[Na+] (sodium hydroxide), C(C)O (ethanol). Solvent: O1CCOCC1 (dioxan), O (water). The product is C1=C(C=CC=2OC3=C(C21)CCCC3)C(CC(=O)O)CC(=O)O (3-(6,7,8,9-Tetrahydro-2-dibenzofuranyl)-glutaric acid). Reaction SMILES: [CH:1]1[C:9]2[C:8]3[CH2:10][CH2:11][CH2:12][CH2:13][C:7]=3[O:6][C:5]=2[CH:4]=[CH:3][C:2]=1[CH:14]1[CH:19]([C:20]([O:22]CC)=[O:21])C(O)(C)CC[CH:15]1[C:27]([O:29]CC)=[O:28].[OH-].[Na+].C(O)C>O1CCOCC1.O>[CH:1]1[C:9]2[C:8]3[CH2:10][CH2:11][CH2:12][CH2:13][C:7]=3[O:6][C:5]=2[CH:4]=[CH:3][C:2]=1[CH:14]([CH2:19][C:20]([OH:22])=[O:21])[CH2:15][C:27]([OH:29])=[O:28] |f:1.2|. Reported procedure: A solution of 44.2 g (0.1 mol) of diethyl 2-(6,7,8,9-tetrahydro-2-dibenzofuranyl)-4-hydroxy-4-methyl-1,3-cyclohexanedicarboxylate in 250 ml of dioxan is added dropwise to a solution of 120 g (3 mols) of sodium hydroxide in 125 ml of water with 250 ml of ethanol at 90° in the course of 30 minutes. The reaction mixture is heated to 90° for 30 minutes and then concentrated to about 1/3rd of its volume by distilling off the solvents. After diluting the mixture with 750 ml of water, 350 ml of concent...